This data is from the Open Reaction Database (ORD), a public repository of structured organic reaction records. The task is: describe an organic reaction: reactants, conditions, products, and yield Starting materials: NC1=CC=C(C=C1)C1=C2CNC(C2=CC=C1)=O (4-(4-aminophenyl)isoindolin-1-one), [OH-].[Na+] (NaOH), C(=O)(OCC(Cl)(Cl)Cl)Cl (Troc-Cl), NC1=CC(=NN1)C(C)(C)C (5-amino-3-t-butylpyrazole), CCN(C(C)C)C(C)C (i-Pr2NEt). Solvent: O (Water), CCOC(=O)C (EtOAc), O (Water). Run at time 6 hour. Product: C(C)(C)(C)C1=NNC(=C1)NC(=O)NC1=CC=C(C=C1)C1=C2CNC(C2=CC=C1)=O (1-(3-t-butyl-1H-pyrazol-5-yl)-3-(4-(1-oxoisoindolin-4-yl)phenyl)urea). Yield: 47.5%. Reaction SMILES: [NH2:1][C:2]1[CH:7]=[CH:6][C:5]([C:8]2[CH:16]=[CH:15][CH:14]=[C:13]3[C:9]=2[CH2:10][NH:11][C:12]3=[O:17])=[CH:4][CH:3]=1.[OH-].[Na+].[C:20](Cl)(OCC(Cl)(Cl)Cl)=[O:21].[NH2:29][C:30]1[NH:34][N:33]=[C:32]([C:35]([CH3:38])([CH3:37])[CH3:36])[CH:31]=1.CCN(C(C)C)C(C)C>CCOC(C)=O.O>[C:35]([C:32]1[CH:31]=[C:30]([NH:29][C:20]([NH:1][C:2]2[CH:3]=[CH:4][C:5]([C:8]3[CH:16]=[CH:15][CH:14]=[C:13]4[C:9]=3[CH2:10][NH:11][C:12]4=[O:17])=[CH:6][CH:7]=2)=[O:21])[NH:34][N:33]=1)([CH3:38])([CH3:37])[CH3:36] |f:1.2|. Reported procedure: To a solution of 4-(4-aminophenyl)isoindolin-1-one (0.327 g, 1.46 mmol, made according to literature procedures) in EtOAc (5 mL) was added NaOH (2N, 2 mL, 4 mmol) and Troc-Cl (0.618 g, 2.92 mmol) and the resulting mixture was stirred at RT for 6 h. Water (20 mL) was added and the mixture was extracted with EtOAc (3×20 mL), dried (MgSO4) and concentrated. The residue was dissolved in DMF (2 mL) to which was added 5-amino-3-t-butylpyrazole (0.831 g, 5.97 mmol, made according to literature procedur... Reactants: ClC=1C=C(C=CC1F)NC1=C(C=NC2=CC=C(C=C12)NC(C#CCN(C)C)=O)C#N (N-[4[(3-chloro-4-fluorophenyl)amino]-3-cyano-6-quinolinyl]-4-dimethylamino-2-butynamide). The reagents and catalysts are [Pd].CC(=O)[O-].CC(=O)[O-].[Pb+2] (Lindlar catalyst). Run in CO (methanol). Conditions: time 8 hour. Product: ClC=1C=C(C=CC1F)NC1=C(C=NC2=CC=C(C=C12)NC(\C=C/CN(C)C)=O)C#N (N-[4-[(3-Chloro-4-fluorophenyl)amino]-3-cyano-6-quinolinyl]-4dimethylamino-(Z)-2-butenamide). The yield is 36.0%. Reaction SMILES: [Cl:1][C:2]1[CH:3]=[C:4]([NH:9][C:10]2[C:19]3[C:14](=[CH:15][CH:16]=[C:17]([NH:20][C:21](=[O:28])[C:22]#[C:23][CH2:24][N:25]([CH3:27])[CH3:26])[CH:18]=3)[N:13]=[CH:12][C:11]=2[C:29]#[N:30])[CH:5]=[CH:6][C:7]=1[F:8]>[Pd].CC([O-])=O.CC([O-])=O.[Pb+2].CO>[Cl:1][C:2]1[CH:3]=[C:4]([NH:9][C:10]2[C:19]3[C:14](=[CH:15][CH:16]=[C:17]([NH:20][C:21](=[O:28])/[CH:22]=[CH:23]\[CH2:24][N:25]([CH3:26])[CH3:27])[CH:18]=3)[N:13]=[CH:12][C:11]=2[C:29]#[N:30])[CH:5]=[CH:6][C:7]=1[F:8] |f:1.2.3.4|. Procedure details: A mixture of 0.05 g (0.118 mmol) N-[4[(3-chloro-4-fluorophenyl)amino]-3-cyano-6-quinolinyl]-4-dimethylamino-2-butynamide and 6 mg of Lindlar catalyst in 10 mL of methanol was hydrogenated at room temperature overnight. The mixture was filtered through a pad of Celite. After the solvent was removed, the residue was purified by thin-layer chromatography eluted with 30% methanol in ethyl acetate. The product was dried to give 0.018 g (36%) pale yellow solid; HRMS m/z 423.1270 (M+.).